The task is: describe an organic reaction: reactants, conditions, products, and yield. This data is from the Open Reaction Database (ORD), a public repository of structured organic reaction records. Reactants: [BH3-]C#N, CCOc1cc(CN2CCC(NC(=O)c3cc(O)cc(OC)c3)CC2)cc(OCC)c1F, CCOC(=O)c1cc(OCC)c(Cl)c(OCC)c1, CCN(C(C)C)C(C)C, CC(=O)O, CCO, CCOc1cc(CN2CCC(NC(=O)c3cc(CO)cc(OC)c3)CC2)cc(OCC)c1Cl, [Na+]. The product is CCOc1cc(CN2CCC(NC(=O)c3cc(O)cc(OC)c3)CC2)cc(OCC)c1Cl. Reaction SMILES: [C:84]([BH3-:85])#[N:86].[CH2:1]([CH3:2])[O:3][c:4]1[cH:5][c:6]([CH2:7][N:8]2[CH2:9][CH2:10][CH:11]([NH:14][C:15]([c:16]3[cH:17][c:18]([OH:24])[cH:19][c:20]([O:22][CH3:23])[cH:21]3)=[O:25])[CH2:12][CH2:13]2)[cH:26][c:27]([O:30][CH2:31][CH3:32])[c:28]1[F:29].[CH2:33]([O:34][C:35](=[O:36])[c:37]1[cH:38][c:39]([O:40][CH2:41][CH3:42])[c:43]([Cl:46])[c:44]([O:45][CH2:47][CH3:48])[cH:49]1)[CH3:50].[CH2:88]([N:89]([CH:90]([CH3:91])[CH3:92])[CH:93]([CH3:94])[CH3:95])[CH3:96].[CH3:100][C:101](=[O:102])[OH:103].[CH3:97][CH2:98][OH:99].[Cl:51][c:52]1[c:53]([O:54][CH2:55][CH3:56])[cH:57][c:58]([CH2:59][N:60]2[CH2:61][CH2:62][CH:63]([NH:64][C:65](=[O:66])[c:67]3[cH:68][c:69]([O:70][CH3:71])[cH:72][c:73]([CH2:74][OH:75])[cH:76]3)[CH2:77][CH2:78]2)[cH:79][c:80]1[O:81][CH2:82][CH3:83].[Na+:87]>>[CH2:1]([CH3:2])[O:3][c:4]1[cH:5][c:6]([CH2:7][N:8]2[CH2:9][CH2:10][CH:11]([NH:14][C:15]([c:16]3[cH:17][c:18]([OH:24])[cH:19][c:20]([O:22][CH3:23])[cH:21]3)=[O:25])[CH2:12][CH2:13]2)[cH:26][c:27]([O:30][CH2:31][CH3:32])[c:28]1[Cl:46]. Reactants: ClC1=CC=C(CC2N(CCC2)C(=O)C2CC2)C=C1 (2-(4-chlorobenzyl)-1-cyclopropylcarbonylpyrrolidine), [H-].[Al+3].[Li+].[H-].[H-].[H-] (lithium aluminum hydride). Run in O1CCCC1 (tetrahydrofuran), O1CCCC1 (tetrahydrofuran). The product is ClC1=CC=C(CC2N(CCC2)CC2CC2)C=C1 (2-(4-chlorobenzyl)-1-cyclopropylmethylpyrrolidine). As a reaction SMILES: [Cl:1][C:2]1[CH:18]=[CH:17][C:5]([CH2:6][CH:7]2[CH2:11][CH2:10][CH2:9][N:8]2[C:12]([CH:14]2[CH2:16][CH2:15]2)=O)=[CH:4][CH:3]=1.[H-].[Al+3].[Li+].[H-].[H-].[H-]>O1CCCC1>[Cl:1][C:2]1[CH:18]=[CH:17][C:5]([CH2:6][CH:7]2[CH2:11][CH2:10][CH2:9][N:8]2[CH2:12][CH:14]2[CH2:15][CH2:16]2)=[CH:4][CH:3]=1 |f:1.2.3.4.5.6|. Procedure details: Dissolve 3.0 g of 2-(4-chlorobenzyl)-1-cyclopropylcarbonylpyrrolidine in 30 ml of tetrahydrofuran, and add the thus-prepared solution (dropwise, within 10 minutes at 0°, with stirring) to a suspension of 0.43 g of lithium aluminum hydride (=lithium hydrido-aluminate) in 10 ml of tetrahydrofuran. Subsequently, boil the resulting reaction mixture under reflux for 1 hour. After cooling, cautiously add 50 ml of water thereto and extract the product 3 times with, in each case, 30 ml of diethyl ether.... Starting materials: [F-].C(CCC)[N+](CCCC)(CCCC)CCCC (tetra-n-butylammonium fluoride), C(#C)C=1C=NN2C1C(=CC(=C2)C=2C=NN(C2)C)OC (3-ethynyl-4-methoxy-6-(1-methyl-1H-pyrazol-4-yl)pyrazolo[1,5-a]pyridine), IC=1C=NN(C1C)C1=CC=CC=C1 (4-iodo-5-methyl-1-phenyl-1H-pyrazole), Teflon. Reagents/catalysts: Cl[Pd]([P](C1=CC=CC=C1)(C2=CC=CC=C2)C3=CC=CC=C3)([P](C4=CC=CC=C4)(C5=CC=CC=C5)C6=CC=CC=C6)Cl (bis(triphenylphosphine)palladium(II) chloride). The solvent is O1CCCC1 (tetrahydrofuran). Reaction conditions: temperature 80 celsius. Product: COC=1C=2N(C=C(C1)C=1C=NN(C1)C)N=CC2C#CC=2C=NN(C2C)C2=CC=CC=C2 (4-methoxy-3-[(5-methyl-1-phenyl-1H-pyrazol-4-yl)ethynyl]-6-(1-methyl-1H-pyrazol-4-yl)pyrazolo[1,5-a]pyridine). RXN SMILES: [C:1]([C:3]1[CH:4]=[N:5][N:6]2[CH:11]=[C:10]([C:12]3[CH:13]=[N:14][N:15]([CH3:17])[CH:16]=3)[CH:9]=[C:8]([O:18][CH3:19])[C:7]=12)#[CH:2].I[C:21]1[CH:22]=[N:23][N:24]([C:27]2[CH:32]=[CH:31][CH:30]=[CH:29][CH:28]=2)[C:25]=1[CH3:26].[F-].C([N+](CCCC)(CCCC)CCCC)CCC>Cl[Pd](Cl)([P](C1C=CC=CC=1)(C1C=CC=CC=1)C1C=CC=CC=1)[P](C1C=CC=CC=1)(C1C=CC=CC=1)C1C=CC=CC=1.O1CCCC1>[CH3:19][O:18][C:8]1[C:7]2[N:6]([N:5]=[CH:4][C:3]=2[C:1]#[C:2][C:21]2[CH:22]=[N:23][N:24]([C:27]3[CH:28]=[CH:29][CH:30]=[CH:31][CH:32]=3)[C:25]=2[CH3:26])[CH:11]=[C:10]([C:12]2[CH:13]=[N:14][N:15]([CH3:17])[CH:16]=2)[CH:9]=1 |f:2.3,^1:53,72|. Procedure details: 3-ethynyl-4-methoxy-6-(1-methyl-1H-pyrazol-4-yl)pyrazolo[1,5-a]pyridine (30.0 mg, 0.119 mmol), 4-iodo-5-methyl-1-phenyl-1H-pyrazole (67.6 mg, 0.238 mmol), and bis(triphenylphosphine)palladium(II) chloride (8.4 mg, 0.012 mmol) were combined into one vial fitted with a Teflon septum. The vial was flushed with nitrogen and tetra-n-butylammonium fluoride (0.36 mL, 0.36 mmol, 1M in THF) and tetrahydrofuran (0.2 mL) were added. After sparging with nitrogen for 5 minutes, the reaction was heated to 80°... Reactants: C(C(=O)Cl)(=O)Cl (oxalyl chloride), CC(C(/C=C/C(=O)O)=C(C1=CC=C(C=C1)F)C1=CC=C(C=C1)F)C ((E)-5-methyl-4-bis(4-fluorophenyl)methylidene-2-hexenoic acid), Cl.CONOOC (N,O-dimethoxyhydroxylamine hydrochloride), N1=CC=CC=C1 (pyridine). Solvent: C1=CC=CC=C1 (benzene), C(C)OCC (diethyl ether). Reaction conditions: temperature 60 celsius, time 2 hour. The product is CN(C(\C=C\C(C(C)C)=C(C1=CC=C(C=C1)F)C1=CC=C(C=C1)F)=O)OC (N-methyl-N-methoxy-(E)-5-methyl-4-bis(4-fluorophenyl)methylidene-2-hexenamide). Isolated yield 83.9%. As a reaction SMILES: [CH3:1][CH:2]([CH3:24])[C:3](=[C:9]([C:17]1[CH:22]=[CH:21][C:20]([F:23])=[CH:19][CH:18]=1)[C:10]1[CH:15]=[CH:14][C:13]([F:16])=[CH:12][CH:11]=1)/[CH:4]=[CH:5]/[C:6]([OH:8])=O.[C:25](Cl)(=[O:29])C(Cl)=O.Cl.CONOOC.[N:38]1C=CC=C[CH:39]=1>C1C=CC=CC=1.C(OCC)C>[CH3:39][N:38]([O:29][CH3:25])[C:6](=[O:8])/[CH:5]=[CH:4]/[C:3](=[C:9]([C:10]1[CH:15]=[CH:14][C:13]([F:16])=[CH:12][CH:11]=1)[C:17]1[CH:22]=[CH:21][C:20]([F:23])=[CH:19][CH:18]=1)[CH:2]([CH3:1])[CH3:24] |f:2.3|. Procedure: To the above carboxylic acid (1.70 g, 5.2 mmol) dissolved in benzene (15 ml) was added under argon atmosphere oxalyl chloride (1.27 g, 0.87 ml, 10.0 mmol) distilled right before use. After stirring at 60° C. for 2 hours, the solvent and excess oxalyl chloride were removed by evaporation at 60° C. under 20 Torr. To the residue dissolved in dichloromethane (25 ml) were added N,O-dimethoxyhydroxylamine hydrochloride (0.52 g, 5.34 mmol) and pyridine (0.85 g, 0.86 ml, 10.7 mmol), and the whole was st... Reactants: C(=O)([O-])[O-].[Na+].[Na+] (Na2CO3), C(C)C1=C(C(=O)O)C=CC(=C1)O (ethyl 4-hydroxybenzoic acid), C(=O)([O-])[O-].[Cs+].[Cs+] (Cs2CO3), CN(C)C=O (DMF), C1(=CC=CC=C1)C(C1=CC=CC=C1)Br (diphenylmethyl bromide). Run at time 15 minute. The product is C1(=CC=CC=C1)C(OC1=CC=C(C(=O)OCC)C=C1)C1=CC=CC=C1 (ethyl 4-(1,1-diphenylmethoxy)benzoate). Reaction SMILES: C([C:3]1[CH:11]=[C:10]([OH:12])[CH:9]=[CH:8][C:4]=1[C:5](O)=[O:6])C.[C:13]([O-])([O-])=O.[Cs+].[Cs+].[C:19]1([CH:25](Br)[C:26]2[CH:31]=[CH:30][CH:29]=[CH:28][CH:27]=2)[CH:24]=[CH:23][CH:22]=[CH:21][CH:20]=1.C([O-])([O-])=O.[Na+].[Na+].CN([CH:42]=[O:43])C>>[C:19]1([CH:25]([C:26]2[CH:31]=[CH:30][CH:29]=[CH:28][CH:27]=2)[O:12][C:10]2[CH:11]=[CH:3][C:4]([C:5]([O:43][CH2:42][CH3:13])=[O:6])=[CH:8][CH:9]=2)[CH:24]=[CH:23][CH:22]=[CH:21][CH:20]=1 |f:1.2.3,5.6.7|. Procedure: Under N2, a mixture of ethyl 4-hydroxybenzoic acid (2.5 g, 15 mmol) 1-1, and Cs2CO3 (5.0 g, 15 mmol) in DMF (50 ml) was stirred at room temperature. After 15 min, diphenylmethyl bromide 1-2 (4.0 g, 16 mmol) was added and then heated at 60° C. After 1 h, saturated Na2CO3 was added and the mixture extracted with EtOAc (3×). The combined extracts were washed with H2O, dried, filtered and concentrated to dryness to yield 1-3. RXN SMILES: [CH3:17][C:18](=[O:19])[OH:20].[F:1][c:2]1[cH:3][cH:4][c:5]([NH2:8])[n:6][cH:7]1.[I:9][N:10]1[C:11](=[O:12])[CH2:13][CH2:14][C:15]1=[O:16]>>[F:1][c:2]1[cH:3][c:4]([I:9])[c:5]([NH2:8])[n:6][cH:7]1. The product is Nc1ncc(F)cc1I. Reactants: CC(=O)O, Nc1ccc(F)cn1, O=C1CCC(=O)N1I. Starting materials: N1=C(C=CC=C1)CCNC(C1=CC(=CC=C1)C[C@H]1C(=CCCC1)C=1OC(=C(N1)C1=CC=CC=C1)C1=CC=CC=C1)=O ((S)-N-[2-(2-pyridyl)ethyl]-3-{[2-(4,5-diphenyloxazol-2-yl)-2-cyclohexen-1-yl]methyl}benzamide), Cl (hydrogen chloride). Run in C(C)OCC (ethyl ether), CCOC(=O)C (EtOAc). Product: Cl.N1=C(C=CC=C1)CCNC(C1=CC(=CC=C1)C[C@H]1C(=CCCC1)C=1OC(=C(N1)C1=CC=CC=C1)C1=CC=CC=C1)=O ((S)-N-[2-(2-pyridyl)ethyl]-3-{[2-(4,5-diphenyloxazol-2-yl)-2-cyclohexen-1-yl]methyl}benzamide hydrochloride). Isolated yield 97.0%. Reaction SMILES: [N:1]1[CH:6]=[CH:5][CH:4]=[CH:3][C:2]=1[CH2:7][CH2:8][NH:9][C:10](=[O:41])[C:11]1[CH:16]=[CH:15][CH:14]=[C:13]([CH2:17][C@@H:18]2[CH2:23][CH2:22][CH2:21][CH:20]=[C:19]2[C:24]2[O:25][C:26]([C:35]3[CH:40]=[CH:39][CH:38]=[CH:37][CH:36]=3)=[C:27]([C:29]3[CH:34]=[CH:33][CH:32]=[CH:31][CH:30]=3)[N:28]=2)[CH:12]=1.[ClH:42]>C(OCC)C.CCOC(C)=O>[ClH:42].[N:1]1[CH:6]=[CH:5][CH:4]=[CH:3][C:2]=1[CH2:7][CH2:8][NH:9][C:10](=[O:41])[C:11]1[CH:16]=[CH:15][CH:14]=[C:13]([CH2:17][C@@H:18]2[CH2:23][CH2:22][CH2:21][CH:20]=[C:19]2[C:24]2[O:25][C:26]([C:35]3[CH:36]=[CH:37][CH:38]=[CH:39][CH:40]=3)=[C:27]([C:29]3[CH:34]=[CH:33][CH:32]=[CH:31][CH:30]=3)[N:28]=2)[CH:12]=1 |f:4.5|. Procedure details: To a solution of (S)-N-[2-(2-pyridyl)ethyl]-3-{[2-(4,5-diphenyloxazol-2-yl)-2-cyclohexen-1-yl]methyl}benzamide (130 mg, 0.241 mmol) in ethyl ether (4 ml) was added 4N hydrogen chloride in EtOAc (0.5 ml) at room temperature. The solvent was removed in vacuo and the resulting solid was collected, washed with ethyl ether, and dried to give (S)-N-[2-(2-pyridyl)ethyl]-3-{[2-(4,5-diphenyloxazol-2-yl)-2-cyclohexen-1-yl]methyl}benzamide hydrochloride (135.2 mg, 97%).